From a dataset of the Open Reaction Database (ORD), a public repository of structured organic reaction records. describe an organic reaction: reactants, conditions, products, and yield Reactants: C(C)(=O)N1CCNCC1 (N-Acetylpiperazine), BrCC1=C(C(=NN1CCNC(OC(C)(C)C)=O)CC)OC1=CC(=CC(=C1)Cl)Cl (tert-Butyl 2-[5-(bromomethyl)-4-(3,5-dichlorophenoxy)-3-ethyl-1H-pyrazol-1-yl]ethylcarbamate), C(C)(C)N(CC)C(C)C (diisopropylethylamine). The solvent is CN(C=O)C (N,N-dimethylformamide), CN(C=O)C (N,N-dimethylformamide). Reaction conditions: time 5 hour. Yields the product C(C)(=O)N1CCN(CC1)CC1=C(C(=NN1CCNC(OC(C)(C)C)=O)CC)OC1=CC(=CC(=C1)Cl)Cl (tert-Butyl 2-[5-[(4-acetyl-1-piperazinyl)methyl]-4-(3,5-dichlorophenoxy)-3-ethyl-1H-pyrazol-1-yl]ethylcarbamate). Yield: 92.5%. Reaction SMILES: [C:1]([N:4]1[CH2:9][CH2:8][NH:7][CH2:6][CH2:5]1)(=[O:3])[CH3:2].Br[CH2:11][C:12]1[N:16]([CH2:17][CH2:18][NH:19][C:20](=[O:26])[O:21][C:22]([CH3:25])([CH3:24])[CH3:23])[N:15]=[C:14]([CH2:27][CH3:28])[C:13]=1[O:29][C:30]1[CH:35]=[C:34]([Cl:36])[CH:33]=[C:32]([Cl:37])[CH:31]=1.C(N(C(C)C)CC)(C)C>CN(C)C=O>[C:1]([N:4]1[CH2:9][CH2:8][N:7]([CH2:11][C:12]2[N:16]([CH2:17][CH2:18][NH:19][C:20](=[O:26])[O:21][C:22]([CH3:23])([CH3:24])[CH3:25])[N:15]=[C:14]([CH2:27][CH3:28])[C:13]=2[O:29][C:30]2[CH:31]=[C:32]([Cl:37])[CH:33]=[C:34]([Cl:36])[CH:35]=2)[CH2:6][CH2:5]1)(=[O:3])[CH3:2]. Reported procedure: N-Acetylpiperazine (42 mg, 0.330 mmol) in N,N-dimethylformamide (1 ml) was added to a stirred solution of the bromide of Example 137 (148 mg, 0.300 mmol) and diisopropylethylamine (57 μL, 0.330 mmol) in N,N-dimethylformamide (2 ml) at room temperature. The reaction was stirred for 5 hours and the mixture was concentrated under reduced pressure. A solution of the residue in dichloromethane (30 ml) was washed with 1M aqueous potassium carbonate solution (10 ml), dried over magnesium sulphate, filt... Starting materials: O=C([O-])O, COC1(OC)CCC2=C(CC(C)C3C2CCC2(C)C(=O)CCC32)C1, CC(=O)[O-], CO, Cl, [Na+], [Na+], CON, O. Yields the product CON=C1CCC2C3C(C)CC4=C(CCC(OC)(OC)C4)C3CCC12C. Reaction SMILES: [C:34](=[O:35])([O-:36])[OH:37].[CH3:1][O:2][C:3]1([O:23][CH3:24])[CH2:4][C:5]2=[C:18]([CH:17]3[CH:8]([CH:7]([CH3:22])[CH2:6]2)[CH:9]2[CH2:10][CH2:11][C:12](=[O:21])[C:13]2([CH3:14])[CH2:15][CH2:16]3)[CH2:19][CH2:20]1.[CH3:30][C:31](=[O:32])[O-:33].[CH3:39][OH:40].[ClH:28].[Na+:29].[Na+:38].[O:25]([CH3:26])[NH2:27].[OH2:41]>>[CH3:1][O:2][C:3]1([O:23][CH3:24])[CH2:4][C:5]2=[C:18]([CH:17]3[CH:8]([CH:7]([CH3:22])[CH2:6]2)[CH:9]2[CH2:10][CH2:11][C:12](=[N:27][O:25][CH3:26])[C:13]2([CH3:14])[CH2:15][CH2:16]3)[CH2:19][CH2:20]1. Reactants: ClCCl, ClC(Cl)Cl, O=c1[nH]cnc2cc(-c3ccccc3Cl)nn12, O=C1CCC(=O)N1I, [Na+], [Na+], O, O=S([O-])S(=O)[O-]. The product is O=c1[nH]cnc2c(I)c(-c3ccccc3Cl)nn12. RXN SMILES: [CH2:39]([Cl:40])[Cl:41].[CH:35]([Cl:36])([Cl:37])[Cl:38].[Cl:1][c:2]1[c:3](-[c:8]2[n:9][n:10]3[c:11]([n:12][cH:13][nH:14][c:15]3=[O:16])[cH:17]2)[cH:4][cH:5][cH:6][cH:7]1.[I:18][N:19]1[C:20](=[O:21])[CH2:22][CH2:23][C:24]1=[O:25].[Na+:33].[Na+:34].[OH2:26].[S:27]([S:28]([O-:29])=[O:30])([O-:31])=[O:32]>>[Cl:1][c:2]1[c:3](-[c:8]2[n:9][n:10]3[c:11]([n:12][cH:13][nH:14][c:15]3=[O:16])[c:17]2[I:18])[cH:4][cH:5][cH:6][cH:7]1.